This data is from the Open Reaction Database (ORD), a public repository of structured organic reaction records. The task is: describe an organic reaction: reactants, conditions, products, and yield Reactants: NCC(CCCO)(C1=CC=CC=C1)C1=CC=CC=C1 (5-amino-4,4-diphenylpentanol), C(C)(=O)OC(C)=O (acetic anhydride). The solvent is C(=O)O (formic acid). Run at time 4 hour. Product: C(=O)NCC(CCCO)(C1=CC=CC=C1)C1=CC=CC=C1 (5-Formylamino-4,4-diphenylpentanol). As a reaction SMILES: [NH2:1][CH2:2][C:3]([C:14]1[CH:19]=[CH:18][CH:17]=[CH:16][CH:15]=1)([C:8]1[CH:13]=[CH:12][CH:11]=[CH:10][CH:9]=1)[CH2:4][CH2:5][CH2:6][OH:7].[C:20](OC(=O)C)(=[O:22])C>C(O)=O>[CH:20]([NH:1][CH2:2][C:3]([C:14]1[CH:15]=[CH:16][CH:17]=[CH:18][CH:19]=1)([C:8]1[CH:9]=[CH:10][CH:11]=[CH:12][CH:13]=1)[CH2:4][CH2:5][CH2:6][OH:7])=[O:22]. Procedure: In formic acid (80 ml) was dissolved 5-amino-4,4-diphenylpentanol (10 g) followed by addition of acetic anhydride (13 ml) and the mixture was stirred at room temperature for 4 hours. This reaction mixture was concentrated to dryness and the group was partitioned into chloroform and water. The water layer was made basic by aqueous ammonia and extracted with chloroform. The extract was dried over anhydrous sodium sulfate and concentrated to dryness. The group was dissolved in ethanol (30 ml) and t...